Dataset: the Open Reaction Database (ORD), a public repository of structured organic reaction records. Task: describe an organic reaction: reactants, conditions, products, and yield The reactants are C1(CC1)NC(C1=CC(=C(C(=C1)B1OC(C(O1)(C)C)(C)C)C)F)=O (N-cyclopropyl-3-fluoro-4-methyl-5-(4,4,5,5-tetramethyl-1,3,2-dioxaborolan-2-yl)benzamide), BrC=1C(N(C2=C(N1)C=NN2C2=C(C=CC=C2F)F)C)=O (5-bromo-1-(2,6-difluorophenyl)-7-methyl-1H-pyrazolo[4,3-b]pyrazin-6(7H)-one). The solvent is O1CCOCC1 (dioxane), C(=O)([O-])[O-].[Na+].[Na+] (Na2CO3), CCOC(=O)C (EtOAc). Reaction conditions: temperature 125 celsius. Yields the product C1(CC1)NC(C1=CC(=C(C(=C1)F)C)C=1C(N(C2=C(N1)C=NN2C2=C(C=CC=C2F)F)C)=O)=O (N-cyclopropyl-3-(1-(2,6-difluorophenyl)-7-methyl-6-oxo-6,7-dihydro-1H-pyrazolo[4,3-b]pyrazin-5-yl)-5-fluoro-4-methylb enzamide). Reaction SMILES: [CH:1]1([NH:4][C:5](=[O:23])[C:6]2[CH:11]=[C:10](B3OC(C)(C)C(C)(C)O3)[C:9]([CH3:21])=[C:8]([F:22])[CH:7]=2)[CH2:3][CH2:2]1.Br[C:25]1[C:26](=[O:43])[N:27]([CH3:42])[C:28]2[N:33]([C:34]3[C:39]([F:40])=[CH:38][CH:37]=[CH:36][C:35]=3[F:41])[N:32]=[CH:31][C:29]=2[N:30]=1>O1CCOCC1.C([O-])([O-])=O.[Na+].[Na+].CCOC(C)=O>[CH:1]1([NH:4][C:5](=[O:23])[C:6]2[CH:7]=[C:8]([F:22])[C:9]([CH3:21])=[C:10]([C:25]3[C:26](=[O:43])[N:27]([CH3:42])[C:28]4[N:33]([C:34]5[C:39]([F:40])=[CH:38][CH:37]=[CH:36][C:35]=5[F:41])[N:32]=[CH:31][C:29]=4[N:30]=3)[CH:11]=2)[CH2:2][CH2:3]1 |f:3.4.5|. Procedure: A mixture of N-cyclopropyl-3-fluoro-4-methyl-5-(4,4,5,5-tetramethyl-1,3,2-dioxaborolan-2-yl)benzamide (520 mg, 1.63 mmol), 5-bromo-1-(2,6-difluorophenyl)-7-methyl-1H-pyrazolo[4,3-b]pyrazin-6(7H)-one (505 mg, 1.48 mmol) in 3.5 mL of dioxane and 1.5 mL of 2 N Na2CO3 was heated in a microwave at 125° C. for 25 min. It was diluted with EtOAc and washed with 1 N NaOH. The EtOAc layer was separated, dried and concentrated. Purification of the crude material on an ISCO 40 g column (with 30-75% EtOAc in...